This data is from the Open Reaction Database (ORD), a public repository of structured organic reaction records. The task is: describe an organic reaction: reactants, conditions, products, and yield Reactants: C(C1=CC=CC=C1)OC1=C(OC=CC1=O)C (3-Benzyloxy-2-methyl-4-pyrone), NCC(=O)O (glycine), OCCN (2-hydroxyethylamine). The product is C(C1=CC=CC=C1)OC1(C(N(C=CC1=O)CC(=O)O)C)O (3-benzyloxy-1-carboxymethyl-3-hydroxy-2-methylpyrid-4-one). Reaction SMILES: [CH2:1]([O:8][C:9]1[C:14](=[O:15])[CH:13]=[CH:12]O[C:10]=1[CH3:16])[C:2]1[CH:7]=[CH:6][CH:5]=[CH:4][CH:3]=1.[NH2:17][CH2:18][C:19]([OH:21])=[O:20].[OH:22]CCN>>[CH2:1]([O:8][C:9]1([OH:22])[C:14](=[O:15])[CH:13]=[CH:12][N:17]([CH2:18][C:19]([OH:21])=[O:20])[CH:10]1[CH3:16])[C:2]1[CH:3]=[CH:4][CH:5]=[CH:6][CH:7]=1. Procedure details: 3-Benzyloxy-2-methyl-4-pyrone, prepared as described under Example 10, is reacted with glycine under substantially similar conditions to those described under Example 11 for reaction with 2-hydroxyethylamine to give 3-benzyloxy-1-carboxymethyl-3-hydroxy-2-methylpyrid-4-one, which is deprotected using the procedure described under Example 11 to give 1-carboxymethyl-3-hydroxy-2-methylpyrid-4-one as white crystals, m.p >230° C.; νmax (nujol) 1625, 1645 cm-1 ; δ(d6DMSO) 1.9 (s, 3H), 4.3 (s, 2H), 5.9...